This data is from the Open Reaction Database (ORD), a public repository of structured organic reaction records. The task is: describe an organic reaction: reactants, conditions, products, and yield The reactants are Clc1ncc(Br)cn1, CN1CCCC1=O, CCOC(C)=O, Cc1c[nH]c(C)n1, [K+], [K+], O=C([O-])[O-], O. Product: Cc1cn(-c2ncc(Br)cn2)c(C)n1. As a reaction SMILES: [Br:1][c:2]1[cH:3][n:4][c:5]([Cl:8])[n:6][cH:7]1.[CH3:23][N:24]1[CH2:25][CH2:26][CH2:27][C:28]1=[O:29].[CH3:30][CH2:31][O:32][C:33]([CH3:34])=[O:35].[CH3:9][c:10]1[nH:11][cH:12][c:13]([CH3:15])[n:14]1.[K+:16].[K+:17].[O-:18][C:19]([O-:20])=[O:21].[OH2:22]>>[Br:1][c:2]1[cH:3][n:4][c:5](-[n:11]2[c:10]([CH3:9])[n:14][c:13]([CH3:15])[cH:12]2)[n:6][cH:7]1. The reactants are [Li]CCCC, CI, CCCCCC, N#N, C1CCOC1, O, C[Si](C)(Cn1cncn1)c1ccc(-c2ccccc2)cc1. Yields the product Cc1ncnn1C[Si](C)(C)c1ccc(-c2ccccc2)cc1. RXN SMILES: [CH2:24]([Li:25])[CH2:26][CH2:27][CH3:28].[CH3:29][I:30].[CH3:36][CH2:37][CH2:38][CH2:39][CH2:40][CH3:41].[N:22]#[N:23].[O:31]1[CH2:32][CH2:33][CH2:34][CH2:35]1.[OH2:42].[c:1]1(-[c:16]2[cH:17][cH:18][cH:19][cH:20][cH:21]2)[cH:2][cH:3][c:4]([Si:7]([CH2:8][n:9]2[n:10][cH:11][n:12][cH:13]2)([CH3:14])[CH3:15])[cH:5][cH:6]1>>[c:1]1(-[c:16]2[cH:17][cH:18][cH:19][cH:20][cH:21]2)[cH:2][cH:3][c:4]([Si:7]([CH2:8][n:9]2[n:10][cH:11][n:12][c:13]2[CH3:24])([CH3:14])[CH3:15])[cH:5][cH:6]1. The reactants are [Na] (Sodium), C(C)(C)(C)C1=CC=C(C=C1)S(=O)(=O)NC1=NC(=NC(=C1OC1=C(C=CC=C1)OC)Cl)N1CCN(CC1)C=O (4-t-Butyl-N-[6-chloro-2-(4-formylpiperazinyl)-5-(2-methoxyphenoxy)-4-pyrimidinyl]benzenesulfonamide), resultant mixture, C1(=CC=CC=C1)C(C)NC(CO)=O (N-(1-Phenylethyl)-hydroxyacetamide), resultant mixture, Cl (hydrochloric acid). The solvent is O (water), CS(=O)C (dimethyl sulfoxide). Yields the product C1(=CC=CC=C1)C(C)NC(COC1=NC(=NC(=C1OC1=C(C=CC=C1)OC)NS(=O)(=O)C1=CC=C(C=C1)C(C)(C)C)N1CCN(CC1)C=O)=O (N-(1-phenylethyl)-[6-(4-t-butylphenylsulfonylamino)-2-(4-formylpiperazinyl)-5-(2-methoxyphenoxy)-4-pyrimidinyloxy]-acetamide). Isolated yield 33.9%. Reaction SMILES: [C:1]1([CH:7]([NH:9][C:10](=[O:13])[CH2:11][OH:12])[CH3:8])[CH:6]=[CH:5][CH:4]=[CH:3][CH:2]=1.[Na].[C:15]([C:19]1[CH:24]=[CH:23][C:22]([S:25]([NH:28][C:29]2[C:34]([O:35][C:36]3[CH:41]=[CH:40][CH:39]=[CH:38][C:37]=3[O:42][CH3:43])=[C:33](Cl)[N:32]=[C:31]([N:45]3[CH2:50][CH2:49][N:48]([CH:51]=[O:52])[CH2:47][CH2:46]3)[N:30]=2)(=[O:27])=[O:26])=[CH:21][CH:20]=1)([CH3:18])([CH3:17])[CH3:16].Cl>CS(C)=O.O>[C:1]1([CH:7]([NH:9][C:10](=[O:13])[CH2:11][O:12][C:33]2[C:34]([O:35][C:36]3[CH:41]=[CH:40][CH:39]=[CH:38][C:37]=3[O:42][CH3:43])=[C:29]([NH:28][S:25]([C:22]3[CH:21]=[CH:20][C:19]([C:15]([CH3:18])([CH3:17])[CH3:16])=[CH:24][CH:23]=3)(=[O:27])=[O:26])[N:30]=[C:31]([N:45]3[CH2:50][CH2:49][N:48]([CH:51]=[O:52])[CH2:47][CH2:46]3)[N:32]=2)[CH3:8])[CH:6]=[CH:5][CH:4]=[CH:3][CH:2]=1 |^1:13|. Reported procedure: N-(1-Phenylethyl)-hydroxyacetamide (50 mg, 0.3 mmol) was dissolved in dimethyl sulfoxide (0.56 ml). Sodium (11.5 mg; 0.5 mmol) was added to the solution, and the resultant mixture was stirred at room temperature for two hours. 4-t-Butyl-N-[6-chloro-2-(4-formylpiperazinyl)-5-(2-methoxyphenoxy)-4-pyrimidinyl]benzenesulfonamide (56 mg; 0.1 mmol) was added thereto, and the resultant mixture was stirred for 1 hour at 120° C., then poured into water, made acidic with hydrochloric acid, and extracted w... Starting materials: FC(C(=O)O)(F)F (trifluoroacetic acid), FC(ON=C(C(=O)N[C@H]1[C@@H]2N(C(=C(CS2)C[N+]=2N(C=CC2C)C)C(=O)[O-])C1=O)C=1N=C(SC1)NC(C1=CC=CC=C1)(C1=CC=CC=C1)C1=CC=CC=C1)F (7β-[2-difluoromethoxyimino-2-(2-tritylaminothiazol-4-yl)acetamido]-3-(2,5- dimethyl-1-pyrazolio)methyl-3-cephem-4-carboxylate). Product: NC=1SC=C(N1)C(C(=O)N[C@H]1[C@@H]2N(C(=C(CS2)C[N+]=2N(C=CC2C)C)C(=O)[O-])C1=O)=NOC(F)F (7β-[2-(2-Aminothiazol-4-yl)-2-(difluoromethoxyimino)acetamido]-3-(2,5-dimethyl-1-pyrazolio)methyl-3-cephem-4-carboxylate). RXN SMILES: FC(F)(F)C(O)=O.[F:8][CH:9]([F:61])[O:10][N:11]=[C:12]([C:36]1[N:37]=[C:38]([NH:41]C(C2C=CC=CC=2)(C2C=CC=CC=2)C2C=CC=CC=2)[S:39][CH:40]=1)[C:13]([NH:15][C@@H:16]1[C:34](=[O:35])[N:18]2[C:19]([C:31]([O-:33])=[O:32])=[C:20]([CH2:23][N+:24]3[N:25]([CH3:30])[CH:26]=[CH:27][C:28]=3[CH3:29])[CH2:21][S:22][C@H:17]12)=[O:14]>>[NH2:41][C:38]1[S:39][CH:40]=[C:36]([C:12](=[N:11][O:10][CH:9]([F:8])[F:61])[C:13]([NH:15][C@@H:16]2[C:34](=[O:35])[N:18]3[C:19]([C:31]([O-:33])=[O:32])=[C:20]([CH2:23][N+:24]4[N:25]([CH3:30])[CH:26]=[CH:27][C:28]=4[CH3:29])[CH2:21][S:22][C@H:17]23)=[O:14])[N:37]=1. Procedure: 7β-[2-(2-Aminothiazol-4-yl)-2-(difluoromethoxyimino)acetamido]-3-(2,5-dimethyl-1-pyrazolio)methyl-3-cephem-4-carboxylate (syn isomer) was prepared from trifluoroacetic acid salt of 7β-[2-difluoromethoxyimino-2-(2-tritylaminothiazol-4-yl)acetamido]-3-(2,5- dimethyl-1-pyrazolio)methyl-3-cephem-4-carboxylate (syn isomer) according to a similar manner to that of Example 29. The reactants are [Al+3], Cc1ccc2c(c1)C(C)(C)C(CCCl)CC2(C)C, Cl, [H-], [H-], [H-], [H-], [Li+], C1CCOC1. Yields the product CCC1CC(C)(C)c2ccc(C)cc2C1(C)C. As a reaction SMILES: [Al+3:3].[Cl:7][CH2:8][CH2:9][CH:10]1[CH2:11][C:12]([CH3:23])([CH3:24])[c:13]2[cH:14][cH:15][c:16]([CH3:22])[cH:17][c:18]2[C:19]1([CH3:20])[CH3:21].[ClH:25].[H-:1].[H-:4].[H-:5].[H-:6].[Li+:2].[O:26]1[CH2:27][CH2:28][CH2:29][CH2:30]1>>[CH3:8][CH2:9][CH:10]1[CH2:11][C:12]([CH3:23])([CH3:24])[c:13]2[cH:14][cH:15][c:16]([CH3:22])[cH:17][c:18]2[C:19]1([CH3:20])[CH3:21]. The reactants are CC(CCCC(C)(C)O)CC=O (hydroxycitronellal), C=O (formaldehyde), C(CCC)NCCCC (dibutyl amine), C(CCCCC)(=O)O (hexanoic acid), CC(CCCC(C)(C)O)CC=O (hydroxycitronellal), raw mixture. Conditions: temperature 95 celsius. The product is CC(C(C=O)=C)CCCC(C)(O)C (3,7-dimethyl-2-methylene-7-hydroxyoctanal). Isolated yield 1341.5%. As a reaction SMILES: [CH3:1][CH:2]([CH2:10][CH:11]=[O:12])[CH2:3][CH2:4][CH2:5][C:6]([OH:9])([CH3:8])[CH3:7].C=O.[CH2:15](NCCCC)CCC.C(O)(=O)CCCCC>>[CH3:1][CH:2]([CH2:3][CH2:4][CH2:5][C:6]([CH3:8])([OH:9])[CH3:7])[C:10](=[CH2:15])[CH:11]=[O:12]. Reported procedure: A 3 L four-necked flask equipped with a stirrer, a thermometer and a reflux condenser was charged with 1032 g (6.0 mol) of hydroxycitronellal, 520 g (6.4 mol) of a 37% by mass formaldehyde aqueous solution, 53 g (0.41 mol) of dibutyl amine and 10 g (0.09 mol) of hexanoic acid, and the contents in the flask were stirred while heating at 95° C. After the elapse of 40 min, it was confirmed that no hydroxycitronellal was present in the raw mixture, and then the mixture was cooled and separated into ... Starting materials: ClC=1C=C(C=CC1)N1N=C(N=N1)C1=NC=CC=C1 (2-[2-(3-chlorophenyl)-2H-tetrazol-5-yl]pyridine), C(C)C=1C=C(C=CC1)NC1=CC=CC=C1 (3-ethylphenylaniline), N1=C(C=CC=C1)C=O (2-pyridinecarboxaldehyde). The product is C(C)C=1C=C(C=CC1)N1N=C(N=N1)C1=NC=CC=C1 (2-[2-(3-ethylphenyl)-2H-tetrazol-5-yl]pyridine). As a reaction SMILES: Cl[C:2]1[CH:3]=[C:4]([N:8]2[N:12]=[N:11][C:10]([C:13]3[CH:18]=[CH:17][CH:16]=[CH:15][N:14]=3)=[N:9]2)[CH:5]=[CH:6][CH:7]=1.[CH2:19](C1C=C(NC2C=CC=CC=2)C=CC=1)[CH3:20].N1C=CC=CC=1C=O>>[CH2:19]([C:2]1[CH:3]=[C:4]([N:8]2[N:12]=[N:11][C:10]([C:13]3[CH:18]=[CH:17][CH:16]=[CH:15][N:14]=3)=[N:9]2)[CH:5]=[CH:6][CH:7]=1)[CH3:20]. Procedure details: Following the procedure described in EXAMPLE 1 for the synthesis of 2-[2-(3-chlorophenyl)-2H-tetrazol-5-yl]pyridine, 3-ethylphenylaniline (36.4 mg, 0.3 mmol) and 2-pyridinecarboxaldehyde (32.1 mg, 0.3 mmol) were employed to obtain 2-[2-(3-ethylphenyl)-2H-tetrazol-5-yl]pyridine as an orange solid.